Dataset: the Open Reaction Database (ORD), a public repository of structured organic reaction records. Task: describe an organic reaction: reactants, conditions, products, and yield Starting materials: crystals, C(C)N(CC)C=1C=C(C=CC1)O (3-(N,N-diethylamino)phenol), O.OO (hydrogen peroxide water), II (iodine), ClC=1C(=NC=C(C1)Cl)NN (3,5-dichloro-2-hydrazinopyridine). Solvent: CN(C=O)C (dimethylformamide), C(C)(=O)O (acetic acid). Yields the product ClC=1C(=NC=C(C1)Cl)N=NC1=C(C=C(C=C1)N(CC)CC)O (2-(3,5-dichloro-2-pyridylazo)-5-(diethylamino)phenol). As a reaction SMILES: [CH2:1]([N:3]([C:6]1[CH:7]=[C:8]([OH:12])[CH:9]=[CH:10][CH:11]=1)[CH2:4][CH3:5])[CH3:2].II.[Cl:15][C:16]1[C:17]([NH:23][NH2:24])=[N:18][CH:19]=[C:20]([Cl:22])[CH:21]=1.O.OO>C(O)(=O)C.CN(C)C=O>[Cl:15][C:16]1[C:17]([N:23]=[N:24][C:9]2[CH:10]=[CH:11][C:6]([N:3]([CH2:4][CH3:5])[CH2:1][CH3:2])=[CH:7][C:8]=2[OH:12])=[N:18][CH:19]=[C:20]([Cl:22])[CH:21]=1 |f:3.4|. Procedure details: Next, a flask was loaded with 3-(N,N-diethylamino)phenol (1.7 g), dimethylformamide (14 ml), acetic acid (5 ml) and iodine (0.24 g), and they were mixed, followed by addition of 3,5-dichloro-2-hydrazinopyridine (1.6 g) to the flask with stirring. Then, to this, a 30% hydrogen peroxide water (2.4 g) was dropwise added in 90 minutes and the mixture was stirred overnight. The reaction mixture was filtrated, and ether and water were added to the filtrate, followed by stirring. After stirring, the et...